Dataset: the Open Reaction Database (ORD), a public repository of structured organic reaction records. Task: describe an organic reaction: reactants, conditions, products, and yield Reactants: compound ( v ), solution, [Na+].N[C@@H](CC1=CC(I)=C(C(I)=C1)OC1=CC(I)=C(C(I)=C1)O)C(=O)[O-] (thyroxine sodium salt), compound ( v ), [Na+].N[C@@H](CC1=CC(I)=C(C(I)=C1)OC1=CC(I)=C(C(I)=C1)O)C(=O)[O-] (thyroxine sodium salt), [Cl-].[Eu+3].[Cl-].[Cl-] (europium chloride). Solvent: C(C)O (ethanol), C(C)O (ethanol), CN(C=O)C (dimethylformamide). Yields the product N[C@@H](CC1=CC(I)=C(C(I)=C1)OC1=CC(I)=C(C(I)=C1)O)C(=O)O (Thyroxine). As a reaction SMILES: [Cl-].[Eu+3].[Cl-].[Cl-].[Na+].[NH2:6][C@H:7]([C:27]([O-:29])=[O:28])[CH2:8][C:9]1[CH:16]=[C:14]([I:15])[C:13]([O:17][C:18]2[CH:25]=[C:23]([I:24])[C:22]([OH:26])=[C:20]([I:21])[CH:19]=2)=[C:11]([I:12])[CH:10]=1>CN(C)C=O.C(O)C>[NH2:6][C@H:7]([C:27]([OH:29])=[O:28])[CH2:8][C:9]1[CH:10]=[C:11]([I:12])[C:13]([O:17][C:18]2[CH:19]=[C:20]([I:21])[C:22]([OH:26])=[C:23]([I:24])[CH:25]=2)=[C:14]([I:15])[CH:16]=1 |f:0.1.2.3,4.5|. Procedure: Fluorescent compound (v) synthesized in Example 4 was dissolved in dimethylformamide at a concentration of 5.0×10-5M, and thyroxine sodium salt was dissolved in ethanol at a concentration of 5.0×10-5M. The fluorescent compound (v) solution (100 μl) and the thyroxine sodium salt solution (100 μl) of ethanol were mixed and incubated for 30 minutes at room temperature with stirring. The resulting solution was subjected to a HPLC purification (column: AP-313, YMC Co., solvent: methanol: water=3:7(v:... Starting materials: C(C1=CC=CC=C1)OC(=O)NCCC[C@H](NC(=O)OC(C)(C)C)C(=O)O ((S)-N5-(benzyloxycarbonyl)-N2-(tert-butyloxycarbonyl)-ornithine), C(C)S(=O)(=O)Cl (ethanesulphonyl chloride), N1CCCC1 (pyrrolidine). Yields the product Cl.N[C@@H](CCCNS(=O)(=O)CC)C(N1CCCC1)=O ((S)-N-[4-Amino-5-oxo-5-(1-pyrrolidinyl)-pentyl]-ethanesulphonamide Hydrochloride). RXN SMILES: C(OC([NH:11][CH2:12][CH2:13][CH2:14][C@@H:15]([C:24]([OH:26])=O)[NH:16]C(OC(C)(C)C)=O)=O)C1C=CC=CC=1.[CH2:27]([S:29]([Cl:32])(=[O:31])=[O:30])[CH3:28].[NH:33]1[CH2:37][CH2:36][CH2:35][CH2:34]1>>[ClH:32].[NH2:16][C@H:15]([C:24](=[O:26])[N:33]1[CH2:37][CH2:36][CH2:35][CH2:34]1)[CH2:14][CH2:13][CH2:12][NH:11][S:29]([CH2:27][CH3:28])(=[O:31])=[O:30] |f:3.4|. Reported procedure: Starting from (S)-N5-(benzyloxycarbonyl)-N2-(tert-butyloxycarbonyl)-ornithine, ethanesulphonyl chloride and pyrrolidine, the expected product is obtained according to the procedure described in Example 3.